Dataset: the Open Reaction Database (ORD), a public repository of structured organic reaction records. Task: describe an organic reaction: reactants, conditions, products, and yield Reaction SMILES: [C-:1]#[N:2].[Na+].Cl[CH2:5][C:6]1[N:7]=[C:8]([CH:12]2[CH2:17][CH2:16][CH2:15][CH2:14][CH2:13]2)[O:9][C:10]=1[CH3:11]>CS(C)=O>[CH:12]1([C:8]2[O:9][C:10]([CH3:11])=[C:6]([CH2:5][C:1]#[N:2])[N:7]=2)[CH2:17][CH2:16][CH2:15][CH2:14][CH2:13]1 |f:0.1|. Procedure: To 1.464 g of NaCN (29.88 mmol), dissolved in 20 ml of DMSO, was slowly added via dropping funnel 4.12 g of the above prepared 4-chloromethyl-2-cyclohexyl-5-methyl-oxazole (19.28 mmol) at such a rate that the internal temperature stayed at 25–30°. Stirring was continued for additional 2 h at 35°. The reaction mixture was then poured onto crashed ice/AcOEt, the organic layer washed with water, dried over sodium sulfate, and evaporated to dryness. Flash chromatography (SiO2, hexane/AcOEt=8/2) gave... The yield is 48.2%. The product is C1(CCCCC1)C=1OC(=C(N1)CC#N)C ((2-Cyclohexyl-5-methyl-oxazol-4-yl)-acetonitrile). Reaction conditions: time 2 hour. Starting materials: ClCC=1N=C(OC1C)C1CCCCC1 (4-chloromethyl-2-cyclohexyl-5-methyl-oxazole), [C-]#N.[Na+] (NaCN), ice AcOEt. Run in CS(=O)C (DMSO).